The task is: describe an organic reaction: reactants, conditions, products, and yield. This data is from the Open Reaction Database (ORD), a public repository of structured organic reaction records. Starting materials: [OH-].[Na+] (NaOH), NC=1C(=NC=CC1N)Cl (3,4-diamino-2-chloropyridine), [N+](=O)([O-])C1=CC=C(C=C1)CC(=O)O ((4-nitrophenyl)acetic acid), ice water. Run in polyphosphoric acid. Product: ClC1=NC=CC2=C1NC(=N2)CC2=CC=C(C=C2)[N+](=O)[O-] (4-chloro-2-(4-nitrophenylmethyl)-3H-imidazo[4,5-c]pyridine). The yield is 76.0%. As a reaction SMILES: [NH2:1][C:2]1[C:3]([Cl:9])=[N:4][CH:5]=[CH:6][C:7]=1[NH2:8].[N+:10]([C:13]1[CH:18]=[CH:17][C:16]([CH2:19][C:20](O)=O)=[CH:15][CH:14]=1)([O-:12])=[O:11].[OH-].[Na+]>>[Cl:9][C:3]1[C:2]2[NH:1][C:20]([CH2:19][C:16]3[CH:15]=[CH:14][C:13]([N+:10]([O-:12])=[O:11])=[CH:18][CH:17]=3)=[N:8][C:7]=2[CH:6]=[CH:5][N:4]=1 |f:2.3|. Procedure details: 2.1 A solution of 1.44 g of 3,4-diamino-2-chloropyridine and 9.06 g of (4-nitrophenyl)acetic acid in 10 ml of polyphosphoric acid is stirred at 80° for 16 hours. The mixture is subsequently poured into ice-water, neutralised using NaOH, the deposited crystals are separated off and subjected to conventional work-up. The organic phase yields 2.2 g of 4-chloro-2-(4-nitrophenylmethyl)-3H-imidazo[4,5-c]pyridine (“4”).